This data is from the Open Reaction Database (ORD), a public repository of structured organic reaction records. The task is: describe an organic reaction: reactants, conditions, products, and yield Reactants: CCOC(=O)CCc1c[nH]c2c(-c3noc(-c4ccc(OC(C)C)c(C#N)c4)n3)ccc(F)c12, C1CCOC1, Cl, [Na+], [OH-], O. Product: CC(C)Oc1ccc(-c2nc(-c3ccc(F)c4c(CCC(=O)O)c[nH]c34)no2)cc1C#N. Reaction SMILES: [C:3](#[N:4])[c:5]1[cH:6][c:7](-[c:15]2[n:16][c:17](-[c:20]3[cH:21][cH:22][c:23]([F:36])[c:24]4[c:25]([CH2:29][CH2:30][C:31](=[O:32])[O:33][CH2:34][CH3:35])[cH:26][nH:27][c:28]34)[n:18][o:19]2)[cH:8][cH:9][c:10]1[O:11][CH:12]([CH3:13])[CH3:14].[CH2:38]1[O:39][CH2:40][CH2:41][CH2:42]1.[ClH:37].[Na+:2].[OH-:1].[OH2:43]>>[C:3](#[N:4])[c:5]1[cH:6][c:7](-[c:15]2[n:16][c:17](-[c:20]3[cH:21][cH:22][c:23]([F:36])[c:24]4[c:25]([CH2:29][CH2:30][C:31](=[O:32])[OH:33])[cH:26][nH:27][c:28]34)[n:18][o:19]2)[cH:8][cH:9][c:10]1[O:11][CH:12]([CH3:13])[CH3:14]. Starting materials: CI, ClC(Cl)Cl, COC(=O)C1CN=CN(C(c2ccccc2)(c2ccccc2)c2ccccc2)C1. Product: COC(=O)C1CN(C(c2ccccc2)(c2ccccc2)c2ccccc2)C[NH+](C)C1, [I-]. As a reaction SMILES: [CH3:1][I:2].[CH:32]([Cl:33])([Cl:34])[Cl:35].[c:3]1([C:9]([N:10]2[CH:11]=[N:12][CH2:13][CH:14]([C:16](=[O:17])[O:18][CH3:19])[CH2:15]2)([c:20]2[cH:21][cH:22][cH:23][cH:24][cH:25]2)[c:26]2[cH:27][cH:28][cH:29][cH:30][cH:31]2)[cH:4][cH:5][cH:6][cH:7][cH:8]1>>[CH3:1][NH+:12]1[CH2:11][N:10]([C:9]([c:3]2[cH:4][cH:5][cH:6][cH:7][cH:8]2)([c:20]2[cH:21][cH:22][cH:23][cH:24][cH:25]2)[c:26]2[cH:27][cH:28][cH:29][cH:30][cH:31]2)[CH2:15][CH:14]([C:16](=[O:17])[O:18][CH3:19])[CH2:13]1.[I-:2]. The reactants are C[Si](C)(C)[N-][Si](C)(C)C.[Li+] (Lithium bis(trimethylsilyl)amide), solution, BrC1=CC=C(C=C1)NC=1N=CC2=C(N1)C1(NC2=O)CCCCCC1 (2′-((4-Bromophenyl)amino)spiro[cycloheptane-1,7′-pyrrolo[3,4-d]pyrimidin]-5′(6′H)-one), N1CCNCC1 (piperazine), C[Si](C)(C)[N-][Si](C)(C)C.[Li+] (lithium bis(trimethylsilyl)amide), solution, COC=1C=CC=C(C1C=2C=CC=CC2P(C3CCCCC3)C4CCCCC4)OC (S-Phos), COC=1C=CC=C(C1C=2C=CC=CC2P(C3CCCCC3)C4CCCCC4)OC (S-Phos). The reagents and catalysts are C=1C=CC(=CC1)/C=C/C(=O)/C=C/C2=CC=CC=C2.C=1C=CC(=CC1)/C=C/C(=O)/C=C/C2=CC=CC=C2.C=1C=CC(=CC1)/C=C/C(=O)/C=C/C2=CC=CC=C2.[Pd].[Pd] (tris(dibenzylideneacetone)dipalladium), C=1C=CC(=CC1)/C=C/C(=O)/C=C/C2=CC=CC=C2.C=1C=CC(=CC1)/C=C/C(=O)/C=C/C2=CC=CC=C2.C=1C=CC(=CC1)/C=C/C(=O)/C=C/C2=CC=CC=C2.[Pd].[Pd] (tris(dibenzylideneacetone)-dipalladium (0)). Solvent: O1CCCC1 (tetrahydrofuran), C1(=CC=CC=C1)C (toluene), O1CCCC1 (tetrahydrofuran). Run at temperature 100 celsius. Yields the product N1(CCNCC1)C1=CC=C(C=C1)NC=1N=CC2=C(N1)C1(NC2=O)CCCCCC1 (2′-((4-(1-piperazinyl)phenyl)amino)spiro[cycloheptane-1,7′-pyrrolo[3,4-d]pyrimidin]-5′(6′H)-one). As a reaction SMILES: C[Si]([N-][Si](C)(C)C)(C)C.[Li+].Br[C:12]1[CH:17]=[CH:16][C:15]([NH:18][C:19]2[N:20]=[CH:21][C:22]3[C:27](=[O:28])[NH:26][C:25]4([CH2:34][CH2:33][CH2:32][CH2:31][CH2:30][CH2:29]4)[C:23]=3[N:24]=2)=[CH:14][CH:13]=1.[NH:35]1[CH2:40][CH2:39][NH:38][CH2:37][CH2:36]1.COC1C=CC=C(OC)C=1C1C=CC=CC=1P(C1CCCCC1)C1CCCCC1>O1CCCC1.C1(C)C=CC=CC=1.C1C=CC(/C=C/C(/C=C/C2C=CC=CC=2)=O)=CC=1.C1C=CC(/C=C/C(/C=C/C2C=CC=CC=2)=O)=CC=1.C1C=CC(/C=C/C(/C=C/C2C=CC=CC=2)=O)=CC=1.[Pd].[Pd]>[N:35]1([C:12]2[CH:17]=[CH:16][C:15]([NH:18][C:19]3[N:20]=[CH:21][C:22]4[C:27](=[O:28])[NH:26][C:25]5([CH2:34][CH2:33][CH2:32][CH2:31][CH2:30][CH2:29]5)[C:23]=4[N:24]=3)=[CH:14][CH:13]=2)[CH2:40][CH2:39][NH:38][CH2:37][CH2:36]1 |f:0.1,7.8.9.10.11|. Procedure: Lithium bis(trimethylsilyl)amide, (1.0M solution in tetrahydrofuran, 1.68 ml, 1.68 mmol) under an atmosphere of N2 was added to a solution of 2′-((4-bromophenyl)amino)spiro[cycloheptane-1,7′-pyrrolo[3,4-d]pyrimidin]-5′(6′H)-one (136) (0.217 g, 0.560 mmol), and piperazine (0.145 g, 1.68 mmol) in anhydrous toluene (3 ml). After degassing the solution with nitrogen, S-Phos (0.092 g, 0.224 mmol) and tris(dibenzylideneacetone)-dipalladium (0) (0.051 g, 0.056 mmol) were added and the reaction was heat... RXN SMILES: [Br:1][c:2]1[cH:3][cH:4][c:5](-[c:8]2[cH:9][c:10]3[c:11]([o:12][c:13]4[c:14]3[cH:15][cH:16][cH:17][cH:18]4)[cH:19][cH:20]2)[cH:6][cH:7]1.[Br:21][c:22]1[cH:23][cH:24][c:25](-[c:28]2[cH:29][cH:30][c:31]([I:34])[cH:32][cH:33]2)[cH:26][cH:27]1>>[c:8]1(-[c:31]2[cH:30][cH:29][c:28](-[c:25]3[cH:24][cH:23][c:22]([Br:21])[cH:27][cH:26]3)[cH:33][cH:32]2)[cH:9][c:10]2[c:11]([o:12][c:13]3[c:14]2[cH:15][cH:16][cH:17][cH:18]3)[cH:19][cH:20]1. Product: Brc1ccc(-c2ccc(-c3ccc4oc5ccccc5c4c3)cc2)cc1. Starting materials: Brc1ccc(-c2ccc3oc4ccccc4c3c2)cc1, Brc1ccc(-c2ccc(I)cc2)cc1. Starting materials: O=C(CCCCC(=O)O)C[C@H]1C(C[C@H]([C@@H]1\C=C\[C@H](C(CC#CC)C)OC1OCCCC1)OC1OCCCC1)=O ((13E)-(11R,15S,16RS)-6,9-Di-oxo-11,15-bis-(tetrahydropyran-2-yloxy)-16-methyl-18,18,19,19-tetradehydro-13-prostenoic acid), mixture. Run in C(C)(=O)O.O.O1CCCC1 (acetic acid water tetrahydrofuran). The product is O=C(CCCCC(=O)O)C[C@H]1C(C[C@H]([C@@H]1\C=C\[C@H](C(CC#CC)C)O)O)=O ((13E)-(11R,15S,16RS)-6,9-Di-oxo-11,15-dihydroxy-16-methyl-18,18,19,19-tetradehydro-13-prostenoic acid). Isolated yield 97.5%. RXN SMILES: [O:1]=[C:2]([CH2:10][C@@H:11]1[C@@H:15](/[CH:16]=[CH:17]/[C@@H:18]([O:25]C2CCCCO2)[CH:19]([CH3:24])[CH2:20][C:21]#[C:22][CH3:23])[C@H:14]([O:32]C2CCCCO2)[CH2:13][C:12]1=[O:39])[CH2:3][CH2:4][CH2:5][CH2:6][C:7]([OH:9])=[O:8]>C(O)(=O)C.O.O1CCCC1>[O:1]=[C:2]([CH2:10][C@@H:11]1[C@@H:15](/[CH:16]=[CH:17]/[C@@H:18]([OH:25])[CH:19]([CH3:24])[CH2:20][C:21]#[C:22][CH3:23])[C@H:14]([OH:32])[CH2:13][C:12]1=[O:39])[CH2:3][CH2:4][CH2:5][CH2:6][C:7]([OH:9])=[O:8] |f:1.2.3|. Procedure: 160 mg of (13E)-(11R,15S,16RS)-6,9-Di-oxo-11,15-bis-(tetrahydropyran-2-yloxy)-16-methyl-18,18,19,19-tetradehydro-13-prostenoic acid was mixed with 88 ml of a mixture of acetic acid:water:tetrahydrofuran (65:35:10) and allowed to react for 15 h at room temperature. It was concentrated by evaporation in a vacuum and the residue portions of acetic acid and water were removed by addition of toluene by azeotropic vacuum distillations repeated several times. The resulting raw oil was purified by chrom... Starting materials: FC1=C(C=C(C(=C1)Cl)OS(=O)(=O)C)N1N=C(C=C1C)C(F)(F)F (1-(2-fluoro-4-chloro-5-methylsulfonyloxyphenyl)-3-trifluoromethyl-5-methylpyrazole), ClCl (chlorine). The solvent is C(Cl)(Cl)Cl (chloroform). The product is FC1=C(C=C(C(=C1)Cl)OS(=O)(=O)C)N1N=C(C(=C1C)Cl)C(F)(F)F (1-(2-fluoro-4-chloro-5-methylsulfonyloxyphenyl)-3-trifluoromethyl-4-chloro-5-methylpyrazole). Yield: 98.7%. RXN SMILES: [F:1][C:2]1[CH:7]=[C:6]([Cl:8])[C:5]([O:9][S:10]([CH3:13])(=[O:12])=[O:11])=[CH:4][C:3]=1[N:14]1[C:18]([CH3:19])=[CH:17][C:16]([C:20]([F:23])([F:22])[F:21])=[N:15]1.[Cl:24]Cl>C(Cl)(Cl)Cl>[F:1][C:2]1[CH:7]=[C:6]([Cl:8])[C:5]([O:9][S:10]([CH3:13])(=[O:11])=[O:12])=[CH:4][C:3]=1[N:14]1[C:18]([CH3:19])=[C:17]([Cl:24])[C:16]([C:20]([F:21])([F:22])[F:23])=[N:15]1. Procedure: Into a solution of 1-(2-fluoro-4-chloro-5-methylsulfonyloxyphenyl)-3-trifluoromethyl-5-methylpyrazole (37.3 g) in chloroform (200 ml) was introduced chlorine gas (7.1 g) at 60° C. for 20 minutes. Removal of the solvent from the reaction solution by distillation in vacuo gave the titled compound (40.2 g) as a pale yellow oil which soon crystallized on standing at room temperature. Recrystallization from a mixture of n-hexane/benzene yielded a white crystalline solid. m.p. 72°-74.5° C. Starting materials: P(=O)(Cl)(Cl)Cl (Phosphorus oxychloride), NC=1N=C(C2=C(N1)CCC2C(=O)OC)O (methyl 2-amino-4-hydroxy-6,7-dihydro-5H-cyclopenta[d]pyrimidine-5-carboxylate). Conditions: temperature 100 celsius, time 15 minute. Yields the product NC=1N=C(C2=C(N1)CCC2C(=O)OC)Cl (methyl 2-amino-4-chloro-6,7-dihydro-5H-cyclopenta[d]pyrimidine-5-carboxylate). RXN SMILES: P(Cl)(Cl)([Cl:3])=O.[NH2:6][C:7]1[N:8]=[C:9](O)[C:10]2[CH:15]([C:16]([O:18][CH3:19])=[O:17])[CH2:14][CH2:13][C:11]=2[N:12]=1>>[NH2:6][C:7]1[N:8]=[C:9]([Cl:3])[C:10]2[CH:15]([C:16]([O:18][CH3:19])=[O:17])[CH2:14][CH2:13][C:11]=2[N:12]=1. Reported procedure: Phosphorus oxychloride (16.0 mL, 172 mmol) was added to methyl 2-amino-4-hydroxy-6,7-dihydro-5H-cyclopenta[d]pyrimidine-5-carboxylate (5.84 g, 27.9 mmol). The resulting mixture was heated in a sealed tube at 100° C. in the microwave for 3 hours. The solvent was evaporated. The residue was dissolved in 6 mL acetonitrile and 6 mL ice/water was added. The resulting mixture was stirred at RT for 15 minutes and purified by reverse phase preparative HPLC on a SunFire column using a gradient from 0 to ... The reactants are C(=O)[C@H]1CN(C[C@@H]1C1=CC=CC=C1)[C@@H](C(=O)OCC1=CC=CC=C1)C1CCCCC1 (2-(R)-(3-(R)-formyl-4-(S)-phenylpyrrolidin-1-yl)-2-(cyclohexyl)acetic acid, benzyl ester), OC1(CCNCC1)CCCC1=CC=NC=C1 (4-hydroxy-4-(3-(4-pyridyl)propyl)piperidine), OC1(CCNCC1)CCCC1=CC=NC=C1 (4-Hydroxy-4-(3-(4-pyridyl)propyl)piperidine). Yields the product OC1(CCN(CC1)C[C@H]1CN(C[C@@H]1C1=CC=CC=C1)[C@@H](C(=O)O)C1CCCCC1)CCCC1=CC=NC=C1 (2-(R)-(3-(S)-((4-Hydroxy-4-(3-(4-pyridyl)prop-1-yl)piperidin-1-yl)methyl)-4-(S)-phenylpyrrolidin-1-yl)-2-(cyclohexyl)acetic acid). As a reaction SMILES: [CH:1]([C@@H:3]1[C@@H:7]([C:8]2[CH:13]=[CH:12][CH:11]=[CH:10][CH:9]=2)[CH2:6][N:5]([C@H:14]([CH:25]2[CH2:30][CH2:29][CH2:28][CH2:27][CH2:26]2)[C:15]([O:17]CC2C=CC=CC=2)=[O:16])[CH2:4]1)=O.[OH:31][C:32]1([CH2:38][CH2:39][CH2:40][C:41]2[CH:46]=[CH:45][N:44]=[CH:43][CH:42]=2)[CH2:37][CH2:36][NH:35][CH2:34][CH2:33]1>>[OH:31][C:32]1([CH2:38][CH2:39][CH2:40][C:41]2[CH:46]=[CH:45][N:44]=[CH:43][CH:42]=2)[CH2:37][CH2:36][N:35]([CH2:1][C@@H:3]2[C@@H:7]([C:8]3[CH:9]=[CH:10][CH:11]=[CH:12][CH:13]=3)[CH2:6][N:5]([C@H:14]([CH:25]3[CH2:30][CH2:29][CH2:28][CH2:27][CH2:26]3)[C:15]([OH:17])=[O:16])[CH2:4]2)[CH2:34][CH2:33]1. Procedure: The title compound was prepared from 2-(R)-(3-(R)-formyl-4-(S)-phenylpyrrolidin-1-yl)-2-(cyclohexyl)acetic acid, benzyl ester (from EXAMPLE 1, Step I) and 4-hydroxy-4-(3-(4-pyridyl)propyl)piperidine.HCl (from EXAMPLE 81, Step A) using procedures analogous to those described in EXAMPLE 71, Steps A and B. For the title compound: 1H NMR (500 MHz) δ 1.00-4.00 (35H), 7.04 (d, J=5.7, 2H), 7.24-7.31 (5H), 8.40 (d, J=5.7, 2H); ESI-MS 520 (M+H). The reactants are C[O-].[Na+] (Sodium methoxide), BrC=1C=C(C=C(C1)Br)F (3,5-dibromofluorobenzene). The solvent is CN(C=O)C (N,N-dimethylformamide). Conditions: time 1 hour. The product is BrC1=CC(=CC(=C1)OC)Br (1,3-Dibromo-5-methoxybenzene). The yield is 101.5%. As a reaction SMILES: [CH3:1][O-:2].[Na+].[Br:4][C:5]1[CH:6]=[C:7](F)[CH:8]=[C:9]([Br:11])[CH:10]=1>CN(C)C=O>[Br:4][C:5]1[CH:6]=[C:7]([O:2][CH3:1])[CH:8]=[C:9]([Br:11])[CH:10]=1 |f:0.1|. Procedure details: Sodium methoxide (4.5M solution in methanol, 8.80 ml, 41.0 mmol) was added dropwise to a stirred solution of 3,5-dibromofluorobenzene (5.00 g, 19.0 mmol) in N,N-dimethylformamide (95 ml) at 0° C. under a nitrogen atmosphere. The reaction was warmed to room temperature, stirred for 1 hour and then evaporated under reduced pressure. The residue was dissolved in diethyl ether and was washed with water (3×300 ml) and brine (300 ml), dried over magnesium sulphate, filtered and concentrated under redu...